From a dataset of the Open Reaction Database (ORD), a public repository of structured organic reaction records. describe an organic reaction: reactants, conditions, products, and yield Yield: 34.0%. Procedure: A solution of 3.0 g (10 mmol) of methyl ester of N-(2-methoxyphenyl-acetyl)-anthranilic acid and 5.1 g (50 mmol) of 2-diethylaminoethylamine in ethanol (20 ml) was heated at 180° C. for 7 hours in a seald tube. After cooling, the thus obtained reaction mixture was purified by silica gel column chromatography (eluent; chloroform : ethanol=98:2) to obtain 1.24 g (yield 34 %) of 2-(2-methoxyphenylmethyl)-3-(2-diethylaminoethyl)-4(3H)-quinazolinone as an oily substance. 1.2 g of the oily substance w... Solvent: C(C)O (ethanol). The product is COC1=C(C=CC=C1)CC1=NC2=CC=CC=C2C(N1CCN(CC)CC)=O (2-(2-methoxyphenylmethyl)-3-(2-diethylaminoethyl)-4(3H)-quinazolinone). Reaction SMILES: [CH3:1][O:2][C:3]1[CH:8]=[CH:7][CH:6]=[CH:5][C:4]=1[CH2:9][C:10]([NH:12][C:13]1[C:14](=[CH:18][CH:19]=[CH:20][CH:21]=1)[C:15]([OH:17])=O)=O.[CH2:22]([N:24]([CH2:28][CH3:29])[CH2:25][CH2:26][NH2:27])[CH3:23]>C(O)C>[CH3:1][O:2][C:3]1[CH:8]=[CH:7][CH:6]=[CH:5][C:4]=1[CH2:9][C:10]1[N:27]([CH2:26][CH2:25][N:24]([CH2:28][CH3:29])[CH2:22][CH3:23])[C:15](=[O:17])[C:14]2[C:13](=[CH:21][CH:20]=[CH:19][CH:18]=2)[N:12]=1. Reactants: methyl ester, COC1=C(C=CC=C1)CC(=O)NC=1C(C(=O)O)=CC=CC1 (N-(2-methoxyphenyl-acetyl)-anthranilic acid), C(C)N(CCN)CC (2-diethylaminoethylamine). The reactants are C[C@@]1(CN2C(O1)=NC(=C2)[N+](=O)[O-])CN2CCC(CC2)NC(OC(C)(C)C)=O (tert-butyl(S)-[1-(2-methyl-6-nitro-2,3-dihydroimidazo[2,1-b]oxazol-2-ylmethyl)piperidin-4-yl]carbamate), FC(C(=O)O)(F)F (trifluoroacetic acid), FC(C1=CC=C(CO)C=C1)(F)F (4-(trifluoromethyl)benzyl alcohol), C(=O)(N1C=NC=C1)N1C=NC=C1 (1,1′-carbonyldiimidazole). Solvent: O (water), C(Cl)Cl (methylene chloride), CN(C)C=O (DMF). Reaction conditions: time 2 hour. Product: C[C@@]1(CN2C(O1)=NC(=C2)[N+](=O)[O-])CN2CCC(CC2)NC(OCC2=CC=C(C=C2)C(F)(F)F)=O (4-trifluoromethylbenzyl (S)-[1-(2-methyl-6-nitro-2,3-dihydroimidazo[2,1-b]oxazol-2-ylmethyl)piperidin-4-yl]carbamate). The yield is 28.1%. RXN SMILES: [CH3:1][C@@:2]1([CH2:13][N:14]2[CH2:19][CH2:18][CH:17]([NH:20][C:21](=[O:27])[O:22]C(C)(C)C)[CH2:16][CH2:15]2)[O:6][C:5]2=[N:7][C:8]([N+:10]([O-:12])=[O:11])=[CH:9][N:4]2[CH2:3]1.FC(F)(F)C(O)=O.[F:35][C:36]([F:46])([F:45])[C:37]1[CH:44]=[CH:43][C:40]([CH2:41]O)=[CH:39][CH:38]=1.C(N1C=CN=C1)(N1C=CN=C1)=O>C(Cl)Cl.CN(C=O)C.O>[CH3:1][C@@:2]1([CH2:13][N:14]2[CH2:15][CH2:16][CH:17]([NH:20][C:21](=[O:27])[O:22][CH2:41][C:40]3[CH:39]=[CH:38][C:37]([C:36]([F:35])([F:45])[F:46])=[CH:44][CH:43]=3)[CH2:18][CH2:19]2)[O:6][C:5]2=[N:7][C:8]([N+:10]([O-:12])=[O:11])=[CH:9][N:4]2[CH2:3]1. Reported procedure: Tert-butyl (S)-[1-(2-methyl-6-nitro-2,3-dihydroimidazo[2,1-b]oxazol-2-ylmethyl)piperidin-4-yl]carbamate prepared in Example 283 (0.300 g, 0.787 mmol) was dissolved in methylene chloride (4 ml). To the solution, trifluoroacetic acid (2 ml) was added followed by stirring at room temperature for 2 hours. The reaction mixture was concentrated under reduced pressure, and added methylene chloride (4 ml) and triethylamine (4 ml). The mixture was stirred at room temperature for 5 minutes and concentrate... Reactants: COCOC1=CC=C(C=C1)CCC1CC=CC(CCC1)=O (5-[2-(4-Methoxymethoxyphenyl)ethyl]-2-cycloocten-1-one), C([O-])([O-])=O.[Na+].[Na+] (sodium carbonate). The solvent is aqueous solution, FC(C(=O)O)(F)F (trifluoroacetic acid). Product: OC1=CC=C(C=C1)CCC1CC=CC(CCC1)=O (5-[2-(4-Hydroxyphenyl)ethyl]-2-cycloocten-1-one). Yield: 53.5%. As a reaction SMILES: COC[O:4][C:5]1[CH:10]=[CH:9][C:8]([CH2:11][CH2:12][CH:13]2[CH2:20][CH2:19][CH2:18][C:17](=[O:21])[CH:16]=[CH:15][CH2:14]2)=[CH:7][CH:6]=1.C(=O)([O-])[O-].[Na+].[Na+]>FC(F)(F)C(O)=O>[OH:4][C:5]1[CH:6]=[CH:7][C:8]([CH2:11][CH2:12][CH:13]2[CH2:20][CH2:19][CH2:18][C:17](=[O:21])[CH:16]=[CH:15][CH2:14]2)=[CH:9][CH:10]=1 |f:1.2.3|. Procedure details: 0.17 g of 5-[2-(4-methoxymethoxyphenyl)ethyl]-2-cyclooctene-1-one prepared in Example 12 was dissolved in 10 ml of 50% aqueous solution of trifluoroacetic acid. The resulting solution was stirred at room temperature for forty minutes. The reaction solution was cooled in an ice bath, and to the solution was added slowly 30 ml of a saturated sodium carbonate aqueous solution. Then, the reaction solution was extracted with ether. The extract was washed with a saturated sodium bicarbonate aqueous so... The reactants are C1CCOC1, CO, CCOC(=O)c1cnc(-c2cc(Cc3ccc(F)cc3F)nc3c2C(=O)N2CCCC32)cn1, O. Yields the product O=C(O)c1cnc(-c2cc(Cc3ccc(F)cc3F)nc3c2C(=O)N2CCCC32)cn1. Reaction SMILES: [CH2:37]1[O:38][CH2:39][CH2:40][CH2:41]1.[CH3:35][OH:36].[F:1][c:2]1[c:3]([CH2:4][c:5]2[cH:6][c:7](-[c:18]3[n:19][cH:20][c:21]([C:24](=[O:25])[O:26][CH2:27][CH3:28])[n:22][cH:23]3)[c:8]3[c:9]([n:17]2)[CH:10]2[CH2:11][CH2:12][CH2:13][N:14]2[C:15]3=[O:16])[cH:29][cH:30][c:31]([F:33])[cH:32]1.[OH2:34]>>[F:1][c:2]1[c:3]([CH2:4][c:5]2[cH:6][c:7](-[c:18]3[n:19][cH:20][c:21]([C:24](=[O:25])[OH:26])[n:22][cH:23]3)[c:8]3[c:9]([n:17]2)[CH:10]2[CH2:11][CH2:12][CH2:13][N:14]2[C:15]3=[O:16])[cH:29][cH:30][c:31]([F:33])[cH:32]1. Starting materials: BrC1=C2CCC(C2=CC(=C1)F)O (4-Bromo-6-fluoro-indan-1-ol), O.C1(=CC=C(C=C1)S(=O)(=O)O)C (para-toluene sulfonic acid monohydrate). The solvent is C1(=CC=CC=C1)C (toluene). Product: BrC=1C=C(C=C2C=CCC12)F (7-Bromo-5-fluoro-1H-indene). Yield: 97.6%. As a reaction SMILES: [Br:1][C:2]1[CH:10]=[C:9]([F:11])[CH:8]=[C:7]2[C:3]=1[CH2:4][CH2:5][CH:6]2O.O.C1(C)C=CC(S(O)(=O)=O)=CC=1>C1(C)C=CC=CC=1>[Br:1][C:2]1[CH:10]=[C:9]([F:11])[CH:8]=[C:7]2[C:3]=1[CH2:4][CH:5]=[CH:6]2 |f:1.2|. Procedure details: According to Scheme 2, step 2: A mixture of 4-bromo-6-fluoro-indan-1-ol (4a) (10.0 g, 43.3 mmol) and para-toluene sulfonic acid monohydrate (372 mg, 2.16 mmol) in toluene was heated at reflux for 2.5 h. The solution was washed with aqueous saturated NaHCO3 and brine, dried over MgSO4 and solvents evaporated to give 9.0 g of 7-Bromo-5-fluoro-1H-indene (5a) which was used immediately in the next step without purification. Reactants: COC1=CC=C(C=C1)S(=O)(=O)N1C2CCC(C1C(=O)OCC)C2 (ethyl 2-[(4-methoxyphenyl)sulfonyl]-2-azabicyclo[2.2.1]heptane-3-carboxylate), [OH-].[Na+] (sodium hydroxide), Cl (hydrochloric acid). Run in O1CCCC1 (tetrahydrofuran). Conditions: time 3 hour. The product is COC1=CC=C(C=C1)S(=O)(=O)N1C2CCC(C1C(=O)O)C2 (2-[(4-methoxyphenyl)sulfonyl]-2-azabicyclo[2.2.1]heptane-3-carboxylic acid). RXN SMILES: [CH3:1][O:2][C:3]1[CH:8]=[CH:7][C:6]([S:9]([N:12]2[CH:17]([C:18]([O:20]CC)=[O:19])[CH:16]3[CH2:23][CH:13]2[CH2:14][CH2:15]3)(=[O:11])=[O:10])=[CH:5][CH:4]=1.[OH-].[Na+].Cl>O1CCCC1>[CH3:1][O:2][C:3]1[CH:8]=[CH:7][C:6]([S:9]([N:12]2[CH:17]([C:18]([OH:20])=[O:19])[CH:16]3[CH2:23][CH:13]2[CH2:14][CH2:15]3)(=[O:11])=[O:10])=[CH:5][CH:4]=1 |f:1.2|. Procedure details: To a solution of ethyl 2-[(4-methoxyphenyl)sulfonyl]-2-azabicyclo[2.2.1]heptane-3-carboxylate (903 mg, 2.66 mmol) in tetrahydrofuran (25 ml) was added 1N sodium hydroxide (15 ml) and the mixture was stirred at room temperature for 3 hours. The reaction mixture was acidified with 1N hydrochloric acid and extracted with ethyl acetate. The organic layer was washed with saturated brine and dried over magnesium sulfate. The solvent was removed, to give 2-[(4-methoxyphenyl)sulfonyl]-2-azabicyclo[2.2.1...